From a dataset of the Open Reaction Database (ORD), a public repository of structured organic reaction records. describe an organic reaction: reactants, conditions, products, and yield Starting materials: [Al+3], ClCCl, CC(=O)Cl, [Cl-], [Cl-], [Cl-], O=c1cc2c(nn1-c1ccc(Cl)cc1)-c1ccsc1SCC2, O. The product is CC(=O)c1cc2c(s1)SCCc1cc(=O)n(-c3ccc(Cl)cc3)nc1-2. Reaction SMILES: [Al+3:5].[CH2:1]([Cl:2])[Cl:3].[CH3:8][C:9]([Cl:10])=[O:11].[Cl-:4].[Cl-:6].[Cl-:7].[Cl:12][c:13]1[cH:14][cH:15][c:16](-[n:19]2[n:20][c:21]3[c:22]([cH:23][c:24]2=[O:25])[CH2:26][CH2:27][S:28][c:29]2[c:30]-3[cH:31][cH:32][s:33]2)[cH:17][cH:18]1.[OH2:34]>>[CH3:8][C:9](=[O:11])[c:32]1[cH:31][c:30]2[c:29]([s:33]1)[S:28][CH2:27][CH2:26][c:22]1[c:21]-2[n:20][n:19](-[c:16]2[cH:15][cH:14][c:13]([Cl:12])[cH:18][cH:17]2)[c:24](=[O:25])[cH:23]1. Starting materials: CCOC(=O)c1c(Nc2ccc([Si](C)(C)C)cc2F)c2cncc(Cl)c2n1C, CCOCC, ClCCl, ClI. The product is CCOC(=O)c1c(Nc2ccc(I)cc2F)c2cncc(Cl)c2n1C. Reaction SMILES: [CH2:1]([CH3:2])[O:3][C:4](=[O:5])[c:6]1[c:7]([NH:17][c:18]2[c:19]([F:28])[cH:20][c:21]([Si:24]([CH3:25])([CH3:26])[CH3:27])[cH:22][cH:23]2)[c:8]2[cH:9][n:10][cH:11][c:12]([Cl:16])[c:13]2[n:14]1[CH3:15].[CH3:31][CH2:32][O:33][CH2:34][CH3:35].[Cl:36][CH2:37][Cl:38].[I:29][Cl:30]>>[CH2:1]([CH3:2])[O:3][C:4](=[O:5])[c:6]1[c:7]([NH:17][c:18]2[c:19]([F:28])[cH:20][c:21]([I:29])[cH:22][cH:23]2)[c:8]2[cH:9][n:10][cH:11][c:12]([Cl:16])[c:13]2[n:14]1[CH3:15]. Reactants: [H-].[Al+3].[Li+].[H-].[H-].[H-] (lithium aluminum hydride), C1(=CC=CC=C1)C(C(=O)O)(C)C1=CC=CC=C1 (2,2-diphenylpropanoic acid). Run in O (water), [OH-].[Na+] (sodium hydroxide), C(C)OCC (diethyl ether), O1CCCC1 (tetrahydrofuran). Yields the product C1(=CC=CC=C1)C(CO)(C)C1=CC=CC=C1 (2,2-Diphenyl-propanol). Yield: 94.0%. As a reaction SMILES: [H-].[Al+3].[Li+].[H-].[H-].[H-].[C:7]1([C:13]([C:18]2[CH:23]=[CH:22][CH:21]=[CH:20][CH:19]=2)([CH3:17])[C:14](O)=[O:15])[CH:12]=[CH:11][CH:10]=[CH:9][CH:8]=1>O1CCCC1.O.[OH-].[Na+].C(OCC)C>[C:18]1([C:13]([C:7]2[CH:8]=[CH:9][CH:10]=[CH:11][CH:12]=2)([CH3:17])[CH2:14][OH:15])[CH:19]=[CH:20][CH:21]=[CH:22][CH:23]=1 |f:0.1.2.3.4.5,9.10|. Procedure: To a cold (0° C.) mixture of 4.3 g (114 mmol) of lithium aluminum hydride in 100 ml of tetrahydrofuran, was added 10.74 g (47 mmol) of 2,2-diphenylpropanoic acid in portions. The resulting reaction mixture was allowed to warm to room temperature. When the reaction was substantially complete, as indicated by thin layer chromatography (TLC), the reaction mixture was diluted with approximately 10 ml of water, 8 ml of 1N sodium hydroxide and diethyl ether and stirred for ninety minutes at 0° C. The ... The reactants are C(#N)C1=CC=C(C=C1)NC(C(=O)OC)C1=CC(=CC(=C1)O)OCC (methyl (RS)-(4-cyano-phenylamino)-(3-ethoxy-5-hydroxy-phenyl)-acetate), methyl (RS)-(4-cyano-phenylamino)-(3-ethoxy-5-trifluoro-methanesulphonyloxy-phenyl)-acetate, NC=1C=C(C=CC1)B(O)O (3-aminophenylboronic acid). The product is NC=1C=C(C=CC1)C1=CC(=CC(=C1)OCC)C(C(=O)OC)NC1=CC=C(C=C1)C#N (methyl (RS)-(3′-amino-5-ethoxy-biphenyl-3-yl)-(4-cyano-phenylamino)-acetate). RXN SMILES: [C:1]([C:3]1[CH:8]=[CH:7][C:6]([NH:9][CH:10]([C:15]2[CH:20]=[C:19](O)[CH:18]=[C:17]([O:22][CH2:23][CH3:24])[CH:16]=2)[C:11]([O:13][CH3:14])=[O:12])=[CH:5][CH:4]=1)#[N:2].[NH2:25][C:26]1[CH:27]=[C:28](B(O)O)[CH:29]=[CH:30][CH:31]=1>>[NH2:25][C:26]1[CH:31]=[C:30]([C:19]2[CH:18]=[C:17]([O:22][CH2:23][CH3:24])[CH:16]=[C:15]([CH:10]([NH:9][C:6]3[CH:5]=[CH:4][C:3]([C:1]#[N:2])=[CH:8][CH:7]=3)[C:11]([O:13][CH3:14])=[O:12])[CH:20]=2)[CH:29]=[CH:28][CH:27]=1. Procedure: Analogously to Example 155, from methyl (RS)-(4-cyano-phenylamino)-(3-ethoxy-5-hydroxy-phenyl)-acetate via methyl (RS)-(4-cyano-phenylamino)-(3-ethoxy-5-trifluoro-methanesulphonyloxy-phenyl)-acetate by reaction with 3-aminophenylboronic acid there was obtained the compound methyl (RS)-(3′-amino-5-ethoxy-biphenyl-3-yl)-(4-cyano-phenylamino)-acetate, which was converted into methyl (RS)-(3′-amino-5-ethoxy-biphenyl-3-yl)-(4-carbamimidoyl-phenylamino)-acetate hydrochloride; MS: 419 ([M+H]+). Starting materials: C(C)OC(NCC(O)C1=CC(=C(C=C1)OC)OC)=O (2-(3,4-dimethoxyphenyl)-2-hydroxyethylcarbamic acid ethyl ester), C[O-].[Na+] (sodium methylate). Solvent: C1(=CC=CC=C1)C (toluene). The product is COC=1C=C(C=CC1OC)C1CNC(O1)=O (5-(3,4-dimethoxyphenyl)-2-oxazolidinone). Yield: 80.0%. Reaction SMILES: C([O:3][C:4](=[O:19])[NH:5][CH2:6][CH:7]([C:9]1[CH:14]=[CH:13][C:12]([O:15][CH3:16])=[C:11]([O:17][CH3:18])[CH:10]=1)O)C.C[O-].[Na+]>C1(C)C=CC=CC=1>[CH3:18][O:17][C:11]1[CH:10]=[C:9]([CH:7]2[O:19][C:4](=[O:3])[NH:5][CH2:6]2)[CH:14]=[CH:13][C:12]=1[O:15][CH3:16] |f:1.2|. Procedure: 3 mmol of 2-(3,4-dimethoxyphenyl)-2-hydroxyethylcarbamic acid ethyl ester is suspended with 4 mmol of sodium methylate in 12 ml. of toluene and heated for 2 hours to a bath temperature of 110° under the exclusion of moisture. During this step, methanol and ethanol are distilled off. The toluene is then withdrawn under vacuum, the residue is taken up in 50 ml. of chloroform and distributed over 10 ml. of water. After drying, filtration, and concentration of the organic phase, the mixture is recry... Reactants: ClC1=CC=C(OC(C=O)=CNCC(=O)OCC)C=C1 (2-(4-Chlorophenoxy)-3-carbethoxymethylaminoacrylaldehyde), C(CO)O (ethylene glycol). Product: ClC1=CC=C(OC=2C=C(NC2)C(=O)OCCO)C=C1 (2-Hydroxyethyl 4-(4-Chlorophenoxy)pyrrole-2-carboxylate). RXN SMILES: [Cl:1][C:2]1[CH:19]=[CH:18][C:5]([O:6][C:7](=[CH:10][NH:11][CH2:12][C:13]([O:15][CH2:16][CH3:17])=[O:14])[CH:8]=O)=[CH:4][CH:3]=1.C(O)C[OH:22]>>[Cl:1][C:2]1[CH:3]=[CH:4][C:5]([O:6][C:7]2[CH:8]=[C:12]([C:13]([O:15][CH2:16][CH2:17][OH:22])=[O:14])[NH:11][CH:10]=2)=[CH:18][CH:19]=1. Reported procedure: 2-(4-Chlorophenoxy)-3-carbethoxymethylaminoacrylaldehyde (2 g.) was boiled in 5 ml. of ethylene glycol for 15 minutes. The reaction was cooled to room temperature, diluted with 10 ml. of water and product extracted into 10 ml. of ethyl acetate. The ethyl acetate was back-washed with water and concentrated to an oil (1.5 g.). The oil chromatographed on approximately 100 ml. of silica gel with ethyl acetate-1/hexane-1 as eluant, monitored by thin layer chromatography. Evaporation of middle fractio... The reactants are C(C1=CC=CC=C1)OC=1C=CC(=[N+](C1)[O-])CC(C(C)(C)OC1=CC=C(C=C1)C#N)OS(=O)(=O)C (5-benzyloxy-2-[3-(4-cyanophenoxy)-3-methyl-2-(methylsulphonyloxy)butyl]pyridine N-oxide), [H-].[Na+] (sodium hydride). The solvent is C(C)(C)O (isopropanol). Reaction conditions: temperature 20 celsius, time 16 hour. Yields the product C(C1=CC=CC=C1)OC=1C=CC(=[N+](C1)[O-])C=CC(C)(C)OC1=CC=C(C=C1)C#N (5-benzyloxy-2-[3-(4-cyanophenoxy)-3-methyl-1-butenyl]pyridine N-oxide). Yield: 121.2%. Reaction SMILES: [CH2:1]([O:8][C:9]1[CH:10]=[CH:11][C:12]([CH2:16][CH:17](OS(C)(=O)=O)[C:18]([O:21][C:22]2[CH:27]=[CH:26][C:25]([C:28]#[N:29])=[CH:24][CH:23]=2)([CH3:20])[CH3:19])=[N+:13]([O-:15])[CH:14]=1)[C:2]1[CH:7]=[CH:6][CH:5]=[CH:4][CH:3]=1.[H-].[Na+]>C(O)(C)C>[CH2:1]([O:8][C:9]1[CH:10]=[CH:11][C:12]([CH:16]=[CH:17][C:18]([O:21][C:22]2[CH:23]=[CH:24][C:25]([C:28]#[N:29])=[CH:26][CH:27]=2)([CH3:20])[CH3:19])=[N+:13]([O-:15])[CH:14]=1)[C:2]1[CH:7]=[CH:6][CH:5]=[CH:4][CH:3]=1 |f:1.2|. Procedure details: 1.69 g of 5-benzyloxy-2-[3-(4-cyanophenoxy)-3-methyl-2-(methylsulphonyloxy)butyl]pyridine N-oxide were added to a solution of 0.14 g of 80% sodium hydride in 15 ml of isopropanol and the solution was stirred at 20° C. for 16 hours. The solvent was then removed by evaporation and the residue was partitioned between ethyl acetate and sodium chloride solution The organic phase was washed with sodium chloride solution and then evaporated to give 1.64 g of 5-benzyloxy-2-[3-(4-cyanophenoxy)-3-methyl-1... Reactants: COCN(c1cc(Cl)cnc1C(=O)c1ccc(C#N)nc1)S(=O)(=O)c1ccc(C(C)(C)C)cc1, Cl, C1COCCO1. Yields the product CC(C)(C)c1ccc(S(=O)(=O)Nc2cc(Cl)cnc2C(=O)c2ccc(C#N)nc2)cc1. RXN SMILES: [C:1]([CH3:2])([CH3:3])([CH3:4])[c:5]1[cH:6][cH:7][c:8]([S:11](=[O:12])(=[O:13])[N:14]([CH2:15][O:16][CH3:17])[c:18]2[c:19]([C:25](=[O:26])[c:27]3[cH:28][n:29][c:30]([C:33]#[N:34])[cH:31][cH:32]3)[n:20][cH:21][c:22]([Cl:24])[cH:23]2)[cH:9][cH:10]1.[ClH:35].[O:36]1[CH2:37][CH2:38][O:39][CH2:40][CH2:41]1>>[C:1]([CH3:2])([CH3:3])([CH3:4])[c:5]1[cH:6][cH:7][c:8]([S:11](=[O:12])(=[O:13])[NH:14][c:18]2[c:19]([C:25](=[O:26])[c:27]3[cH:28][n:29][c:30]([C:33]#[N:34])[cH:31][cH:32]3)[n:20][cH:21][c:22]([Cl:24])[cH:23]2)[cH:9][cH:10]1. Starting materials: CO, Cl, [Li+], [OH-], O, O, COC(=O)c1cc2[nH]ncc2s1. Yields the product O=C(O)c1cc2[nH]ncc2s1. Reaction SMILES: [CH3:17][OH:18].[ClH:16].[Li+:14].[OH-:13].[OH2:15].[OH2:19].[nH:1]1[n:2][cH:3][c:4]2[c:5]1[cH:6][c:7]([C:9](=[O:10])[O:11][CH3:12])[s:8]2>>[nH:1]1[n:2][cH:3][c:4]2[c:5]1[cH:6][c:7]([C:9](=[O:10])[OH:11])[s:8]2.